From a dataset of the Open Reaction Database (ORD), a public repository of structured organic reaction records. describe an organic reaction: reactants, conditions, products, and yield Starting materials: CN=C=O (methyl isocyanate), [OH-].[K+] (potassium hydroxide), Cl.C(C)(C)(C)NN (t-butylhydrazine hydrochloride). Solvent: O1CCCC1 (tetrahydrofuran), O1CCCC1 (tetrahydrofuran), C(Cl)(Cl)Cl (chloroform). Reaction conditions: time 8 hour. Yields the product CNC(=O)N(N)C(C)(C)C (N-methyl-1-t-butylhydrazinecarboxamide). Isolated yield 80.0%. As a reaction SMILES: Cl.[C:2]([NH:6][NH2:7])([CH3:5])([CH3:4])[CH3:3].[OH-].[K+].[CH3:10][N:11]=[C:12]=[O:13]>O1CCCC1.C(Cl)(Cl)Cl>[CH3:10][NH:11][C:12]([N:6]([C:2]([CH3:5])([CH3:4])[CH3:3])[NH2:7])=[O:13] |f:0.1,2.3|. Procedure: A solution of 6.23 g t-butylhydrazine hydrochloride (0.050 moles) in 50 mL tetrahydrofuran was degassed, then stirred under nitrogen as, first, one equivalent of powdered potassium hydroxide and then, dropwise, 2.85 g methyl isocyanate in 25 mL tetrahydrofuran were added. The solution was stirred overnight. The mixture was filtered to remove the residual solid impurity which was washed several times with tetrahydrofuran. The combined filtrates were evaporated to yield a white product which was t... Product: COc1ccc(CCNC(=O)c2ccc(N=[N+]=[N-])cc2)c(F)c1. Reaction SMILES: [CH2:13]([Cl:14])[CH2:15][Cl:16].[CH2:38]1[O:39][CH2:40][CH2:41][CH2:42]1.[CH3:43][N:44]([c:45]1[cH:46][cH:47][n:48][cH:49][cH:50]1)[CH3:51].[CH3:52][CH2:53][O:54][C:55]([CH3:56])=[O:57].[CH:17]([N:18]([CH2:19][CH3:20])[CH:21]([CH3:22])[CH3:23])([CH3:24])[CH3:25].[F:26][c:27]1[c:28]([CH2:35][CH2:36][NH2:37])[cH:29][cH:30][c:31]([O:33][CH3:34])[cH:32]1.[N:1](=[N+:2]=[N-:3])[c:4]1[cH:5][cH:6][c:7]([C:8](=[O:9])[OH:10])[cH:11][cH:12]1>>[N:1](=[N+:2]=[N-:3])[c:4]1[cH:5][cH:6][c:7]([C:8](=[O:10])[NH:37][CH2:36][CH2:35][c:28]2[c:27]([F:26])[cH:32][c:31]([O:33][CH3:34])[cH:30][cH:29]2)[cH:11][cH:12]1. Reactants: ClCCCl, C1CCOC1, CN(C)c1ccncc1, CCOC(C)=O, CCN(C(C)C)C(C)C, COc1ccc(CCN)c(F)c1, [N-]=[N+]=Nc1ccc(C(=O)O)cc1. Starting materials: N1([C@H](C(=O)O)CSC1)C(=O)OC(C)(C)C (Boc-Thz-OH), C=1C=CC2=C(C1)N=NN2O (HOBt), CCN=C=NCCCN(C)C.Cl (EDC hydrochloride), CN(C)C=O (DMF), resultant mixture. Run in C(C)N(CC)CC (triethylamine). Product: N1([C@H](C(=O)N[C@@H](C(C)C)CO)CSC1)C(=O)OC(C)(C)C (Boc-Thz-Valol). RXN SMILES: [N:1]1([C:9]([O:11][C:12]([CH3:15])([CH3:14])[CH3:13])=[O:10])[CH2:8][S:7][CH2:6][C@H:2]1[C:3]([OH:5])=O.[CH:16]1C=CC2N(O)N=NC=2C=1.CCN=C=N[CH2:31][CH2:32][CH2:33][N:34](C)C.Cl.CN([CH:41]=[O:42])C>C(N(CC)CC)C>[N:1]1([C:9]([O:11][C:12]([CH3:15])([CH3:14])[CH3:13])=[O:10])[CH2:8][S:7][CH2:6][C@H:2]1[C:3]([NH:34][C@H:33]([CH2:41][OH:42])[CH:32]([CH3:16])[CH3:31])=[O:5] |f:2.3|. Procedure: Deprotection of 94 mg of the compound obtained by the process 1 was performed similarly to that in Example 30 (Process 2), and the obtained product was dissolved in 3 ml of DMF and neutralized with 88.9 μl of triethylamine under ice cooling. To the neutralized solution, 164 mg of Boc-Thz-OH, 108 mg of HOBt and 147 mg of EDC hydrochloride were added and the resultant mixture was stirred for 2 hr. The reaction mixture was treated similarly to that in Example 132 (Process 1) to give 50 mg of the ti... Starting materials: COC=1C=C(C=C(C1OC)[N+](=O)[O-])C=1N=C(OC1)C=1C(=NC=CC1)C(F)(F)F (4-(3,4-dimethoxy-5-nitrophenyl)-2-(2-(trifluoromethyl)pyridin-3-yl)oxazole), B(Br)(Br)Br (boron tribromide), ice water. Solvent: ClCCl (dichloromethane). Run at temperature -78 celsius, time 18 hour. Product: [N+](=O)([O-])C1=C(C(=CC(=C1)C=1N=C(OC1)C=1C(=NC=CC1)C(F)(F)F)O)O (3-nitro-5-(2-(2-(trifluoromethyl)pyridin-3-yl)oxazol-4-yl)benzene-1,2-diol). As a reaction SMILES: C[O:2][C:3]1[CH:4]=[C:5]([C:14]2[N:15]=[C:16]([C:19]3[C:20]([C:25]([F:28])([F:27])[F:26])=[N:21][CH:22]=[CH:23][CH:24]=3)[O:17][CH:18]=2)[CH:6]=[C:7]([N+:11]([O-:13])=[O:12])[C:8]=1[O:9]C.B(Br)(Br)Br>ClCCl>[N+:11]([C:7]1[CH:6]=[C:5]([C:14]2[N:15]=[C:16]([C:19]3[C:20]([C:25]([F:28])([F:27])[F:26])=[N:21][CH:22]=[CH:23][CH:24]=3)[O:17][CH:18]=2)[CH:4]=[C:3]([OH:2])[C:8]=1[OH:9])([O-:13])=[O:12]. Reported procedure: 4-(3,4-dimethoxy-5-nitrophenyl)-2-(2-(trifluoromethyl)pyridin-3-yl)oxazole (1.185 g, 3 mmol) was taken up in dichloromethane (25 mL). The yellowish suspension was cooled to −78° C. under argon and boron tribromide (2.55 mL, 27 mmol) was added dropwise. The red reaction mixture was allowed to warm to room temperature and stirred for 18 hours. It was then carefully poured into ice-water (100 mL) and stirred for 1 hour. The resulting yellow precipitate was filtered off, washed with water and dried ... Starting materials: [Li]C(C)(C)C, CON(C)C(=O)c1ccc(CN(Cc2ccccc2)c2cccc(NS(C)(=O)=O)c2C)cc1, C=CCOc1cccc(Br)c1, C1CCOC1. Product: C=CCOc1cccc(C(=O)c2ccc(CN(Cc3ccccc3)c3cccc(NS(C)(=O)=O)c3C)cc2)c1. RXN SMILES: [C:12]([Li:13])([CH3:14])([CH3:15])[CH3:16].[CH2:17]([c:18]1[cH:19][cH:20][cH:21][cH:22][cH:23]1)[N:24]([c:25]1[c:26]([CH3:36])[c:27]([NH:31][S:32](=[O:33])(=[O:34])[CH3:35])[cH:28][cH:29][cH:30]1)[CH2:37][c:38]1[cH:39][cH:40][c:41]([C:42](=[O:43])[N:44]([O:45][CH3:46])[CH3:47])[cH:48][cH:49]1.[CH2:1]([CH:2]=[CH2:3])[O:4][c:5]1[cH:6][c:7]([Br:11])[cH:8][cH:9][cH:10]1.[CH2:50]1[O:51][CH2:52][CH2:53][CH2:54]1>>[CH2:1]([CH:2]=[CH2:3])[O:4][c:5]1[cH:6][c:7]([C:42]([c:41]2[cH:40][cH:39][c:38]([CH2:37][N:24]([CH2:17][c:18]3[cH:19][cH:20][cH:21][cH:22][cH:23]3)[c:25]3[c:26]([CH3:36])[c:27]([NH:31][S:32](=[O:33])(=[O:34])[CH3:35])[cH:28][cH:29][cH:30]3)[cH:49][cH:48]2)=[O:43])[cH:8][cH:9][cH:10]1. The product is N1CCSC2C=3C1=C1C=CC=CC1=NC3CCC2 (2,3,4a,5,6,7-Hexahydro-1H-quino-[4,3,2-ef][1,4]benzthiazepine). Yield: 47.6%. As a reaction SMILES: [H-].[Al+3].[Li+].[H-].[H-].[H-].[Cl-].[Al+3].[Cl-].[Cl-].[NH:11]1[C:17]2=[C:18]3[C:23](=[N:24][C:25]4[CH2:26][CH2:27][CH2:28][CH:15]([C:16]=42)[S:14][CH2:13][C:12]1=O)[CH:22]=[CH:21][CH:20]=[CH:19]3.[OH-].[Na+]>O1CCCC1>[NH:11]1[C:17]2=[C:18]3[C:23](=[N:24][C:25]4[CH2:26][CH2:27][CH2:28][CH:15]([C:16]=42)[S:14][CH2:13][CH2:12]1)[CH:22]=[CH:21][CH:20]=[CH:19]3 |f:0.1.2.3.4.5,6.7.8.9,11.12|. The solvent is O1CCCC1 (tetrahydrofuran), O1CCCC1 (tetrahydrofuran). Reported procedure: To a solution of lithium aluminum hydride (30 ml of a 1M solution in tetrahydrofuran diluted to 130 ml with tetrahydrofuran) was added aluminum chloride (3.94 g). The mixture was stirred for 30 mins and then 1,3,4a,5,6,7-hexahydro-2H-quino[4,3,2-ef][1,4]benzthiazepin-2-one (6.65 g) was added. The reaction mixture was stirred for 1 hr and then poured into 60 ml of 10% sodium hydroxide solution. The aqueous phase was extracted with ethyl acetate and the combined organic extracts were washed with w... Reaction conditions: time 30 minute. Reactants: [H-].[Al+3].[Li+].[H-].[H-].[H-] (lithium aluminum hydride), solution, N1C(CSC2C=3C1=C1C=CC=CC1=NC3CCC2)=O (1,3,4a,5,6,7-hexahydro-2H-quino[4,3,2-ef][1,4]benzthiazepin-2-one), [OH-].[Na+] (sodium hydroxide), [Cl-].[Al+3].[Cl-].[Cl-] (aluminum chloride). Starting materials: C=CC(=O)OCCCCCCOc1ccc(C(=O)Oc2ccc(C(=O)OCOCC)cc2)cc1, COc1ccc(O)cc1, CCO, Cc1ccc(S(=O)(=O)[O-])cc1, c1cc[nH+]cc1. Yields the product C=CC(=O)OCCCCCCOc1ccc(C(=O)Oc2ccc(C(=O)O)cc2)cc1. RXN SMILES: [C:1]([CH:2]=[CH2:3])(=[O:4])[O:5][CH2:6][CH2:7][CH2:8][CH2:9][CH2:10][CH2:11][O:12][c:13]1[cH:14][cH:15][c:16]([C:17](=[O:18])[O:19][c:20]2[cH:21][cH:22][c:23]([C:24](=[O:25])[O:26][CH2:27][O:28][CH2:29][CH3:30])[cH:31][cH:32]2)[cH:33][cH:34]1.[CH3:52][O:53][c:54]1[cH:55][cH:56][c:57]([OH:58])[cH:59][cH:60]1.[CH3:61][CH2:62][OH:63].[c:35]1([CH3:36])[cH:37][cH:38][c:39]([S:40]([O-:41])(=[O:42])=[O:43])[cH:44][cH:45]1.[nH+:46]1[cH:47][cH:48][cH:49][cH:50][cH:51]1>>[C:1]([CH:2]=[CH2:3])(=[O:4])[O:5][CH2:6][CH2:7][CH2:8][CH2:9][CH2:10][CH2:11][O:12][c:13]1[cH:14][cH:15][c:16]([C:17](=[O:18])[O:19][c:20]2[cH:21][cH:22][c:23]([C:24](=[O:25])[OH:26])[cH:31][cH:32]2)[cH:33][cH:34]1.